This data is from the Open Reaction Database (ORD), a public repository of structured organic reaction records. The task is: describe an organic reaction: reactants, conditions, products, and yield Starting materials: FC(C=1C=C(OC2CNC2)C=CC1)(F)F (3-[3-(trifluoromethyl) phenoxy]azetidine), ClC1=C(C(=CC=C1)Cl)N=C=S (2,6-dichlorophenyl isothiocyanate), [N-]=C=S (isothiocyanate). Solvent: C(C)O (ethanol). Conditions: time 45 minute. The product is ClC1=C(C(=CC=C1)Cl)NC(=S)N1CC(C1)OC1=CC(=CC=C1)C(F)(F)F (N-(2,6-Dichlorophenyl)-3-[3-(trifluoromethyl)phenoxy]-1-azetidinecarbothioamide). Yield: 90.2%. Reaction SMILES: [F:1][C:2]([F:15])([F:14])[C:3]1[CH:4]=[C:5]([CH:11]=[CH:12][CH:13]=1)[O:6][CH:7]1[CH2:10][NH:9][CH2:8]1.[Cl:16][C:17]1[CH:22]=[CH:21][CH:20]=[C:19]([Cl:23])[C:18]=1[N:24]=[C:25]=[S:26].[N-]=C=S>C(O)C>[Cl:16][C:17]1[CH:22]=[CH:21][CH:20]=[C:19]([Cl:23])[C:18]=1[NH:24][C:25]([N:9]1[CH2:10][CH:7]([O:6][C:5]2[CH:11]=[CH:12][CH:13]=[C:3]([C:2]([F:1])([F:14])[F:15])[CH:4]=2)[CH2:8]1)=[S:26]. Procedure: A solution of 0.04 mole of 3-[3-(trifluoromethyl) phenoxy]azetidine in 100 ml of absolute ethanol was stirred in a tap water bath while 8.16 g (0.04 mole) of 2,6-dichlorophenyl isothiocyanate was added all at once. The reaction was slightly exothermic and as the isothiocyanate began to dissolve, product began to precipitate. After stirring for 45 minutes the reaction mixture was heated on a steam bath to assure that all the isothiocyanate dissolved, and upon cooling, filtration yielded 15.2 g of... Reactants: CO (Methanol), C(C)(C)(C)OC(C[C@@]1(CN(C[C@H]1C)C(=O)OCC1=CC=CC=C1)C(=O)OCC1=CC=C(C=C1)OC)=O (1-benzyl 3-(4-methoxyphenyl)methyl (3R*,4S*)-3-[2-(tert-butoxy)-2-oxoethyl]-4-methylpyrrolidine-1,3-dicarboxylate). The reagents and catalysts are [Pd] (Pd/C). Run in O (Water). Conditions: time 3 day. Product: C(C)(C)(C)OC(C[C@@]1(CNC[C@H]1C)C(=O)O)=O ((3R*,4S*)-3-[2-(tert-Butoxy)-2-oxoethyl]-4-methylpyrrolidine-3-carboxylic acid). Isolated yield 71.3%. RXN SMILES: CO.[C:3]([O:7][C:8](=[O:38])[CH2:9][C@@:10]1([C:26]([O:28]CC2C=CC(OC)=CC=2)=[O:27])[C@H:14]([CH3:15])[CH2:13][N:12](C(OCC2C=CC=CC=2)=O)[CH2:11]1)([CH3:6])([CH3:5])[CH3:4]>[Pd].O>[C:3]([O:7][C:8](=[O:38])[CH2:9][C@@:10]1([C:26]([OH:28])=[O:27])[C@H:14]([CH3:15])[CH2:13][NH:12][CH2:11]1)([CH3:4])([CH3:5])[CH3:6]. Procedure details: Methanol (70 ml) and 10% Pd/C (600 mg) were added to 1-benzyl 3-(4-methoxyphenyl)methyl (3R*,4S*)-3-[2-(tert-butoxy)-2-oxoethyl]-4-methylpyrrolidine-1,3-dicarboxylate obtained by the method of Example 4e (3.3 g, 6.63 mmol), followed by stirring at mom temperature for three days under a hydrogen atmosphere. Water (70 ml) was added to the reaction liquid, which was stirred and filtered. The filtrate was concentrated to give the title compound (1.15 g, yield: 71.3%).